From a dataset of the Open Reaction Database (ORD), a public repository of structured organic reaction records. describe an organic reaction: reactants, conditions, products, and yield The reactants are CC1=NS(NC=C1)(=O)=O (3-methyl-6H-1,2,6-thiadiazine-1,1-dioxide), COC=1C=C2C(=NC=NC2=CC1OC)N1CCC(CC1)CI (1-(6,7-dimethoxyquinazolin-4-yl)-4-iodomethylpiperidine), [F-].C(CCC)[N+](CCCC)(CCCC)CCCC (tetrabutylammonium fluoride). Product: COC=1C=C2C(=NC=NC2=CC1OC)N1CCC(CC1)CN1S(N=C(C=C1)C)(=O)=O (1-(6,7-dimethoxyquinazolin-4-yl)-4-(1,1-dioxo-5-methyl-1,2,6-thiadiazin-2-yl)methylpiperidine). As a reaction SMILES: [CH3:1][C:2]1[CH:7]=[CH:6][NH:5][S:4](=[O:9])(=[O:8])[N:3]=1.[CH3:10][O:11][C:12]1[CH:13]=[C:14]2[C:19](=[CH:20][C:21]=1[O:22][CH3:23])[N:18]=[CH:17][N:16]=[C:15]2[N:24]1[CH2:29][CH2:28][CH:27]([CH2:30]I)[CH2:26][CH2:25]1.[F-].C([N+](CCCC)(CCCC)CCCC)CCC>>[CH3:10][O:11][C:12]1[CH:13]=[C:14]2[C:19](=[CH:20][C:21]=1[O:22][CH3:23])[N:18]=[CH:17][N:16]=[C:15]2[N:24]1[CH2:29][CH2:28][CH:27]([CH2:30][N:5]2[CH:6]=[CH:7][C:2]([CH3:1])=[N:3][S:4]2(=[O:9])=[O:8])[CH2:26][CH2:25]1 |f:2.3|. Procedure details: A mixture of 3-methyl-6H-1,2,6-thiadiazine-1,1-dioxide (0.584 g) and 1-(6,7-dimethoxyquinazolin-4-yl)-4-iodomethylpiperidine (0.826 g) were heated under reflux with tetrabutylammonium fluoride (4 ml; 1.0M in tetrahydrofuran [T.H.F.]) for 24 hours. The solvent was then removed in vacuo and the residue was chromatographed on silica (Merck 60.9385) eluting with chloroform to give a foam. Crystallisation from ethyl acetate gave 1-(6,7-dimethoxyquinazolin-4-yl)-4-(1,1-dioxo-5-methyl-1,2,6-thiadiazin-... Reactants: CCCC(C)(C#N)C(=O)OCC, CCO, [Na+], [OH-], O. The product is CCCC(C)(C#N)C(=O)O. Reaction SMILES: [C:1](#[N:2])[C:3]([C:4](=[O:5])[O:6][CH2:7][CH3:8])([CH2:9][CH2:10][CH3:11])[CH3:12].[CH3:13][CH2:14][OH:15].[Na+:17].[OH-:16].[OH2:18]>>[C:1](#[N:2])[C:3]([C:4](=[O:5])[OH:6])([CH2:9][CH2:10][CH3:11])[CH3:12]. The reactants are CS(=O)C (DMSO), N1=CC=CC=C1 (pyridine), C(C)#N (acetonitrile), CS(=O)C.C(C)(=O)OC(C)=O (DMSO acetic anhydride), N1=CC=CC=C1 (pyridine). The solvent is C(Cl)Cl (methylene chloride). The product is C1(CCCCC1)N=C=N.CS(=O)C (cyclohexylcarbodiimide DMSO), Grignard reagent R3MgX. Reaction SMILES: [CH3:1][S:2]([CH3:4])=[O:3].C(OC(=O)C)(=O)C.[N:12]1[CH:17]=[CH:16][CH:15]=[CH:14][CH:13]=1.[CH3:18]S(C)=O.[C:22](#[N:24])C>C(Cl)Cl>[CH:17]1([N:12]=[C:22]=[NH:24])[CH2:16][CH2:15][CH2:14][CH2:13][CH2:18]1.[CH3:1][S:2]([CH3:4])=[O:3] |f:0.1,6.7|. Procedure details: In words relative to the above diagram for the preparation of 1, the 4-(2-acetoxyvinyl)azetidine-2-one (3) is prepared by reacting chloro sulphonyl isocyanate and an acyloxybutadiene such as 1-acetoxybutadiene in a solvent such as anhydrous dimethyl ether at a temperature of from about -30° C. to 0° C. under a nitrogen atmosphere. The reaction intermediate 2 is converted to 3 by hydrolysis. The reduction of 3 to provide the 4-(2-acetoxyethyl)-2-azetidinone (4) is conducted by any convenient mean... The reactants are ClC1=CC=NC(=C1C=O)N1N=CC=2C(=CN3CCCCC23)C1=O (4-Chloro-2-(4-oxo-7,8,9,10-tetrahydropyridazino[4,5-a]indolizin-3(4H)-yl)nicotinaldehyde), CN1C(C(=CC(=C1)B1OC(C(O1)(C)C)(C)C)NC1=NC=C(C=C1)N1CCN(CC1)C1COC1)=O (1-Methyl-3-(5-(4-(oxetan-3-yl)piperazin-1-yl)pyridin-2-ylamino)-5-(4,4,5,5-tetramethyl-1,3,2-dioxaborolan-2-yl)pyridin-2(1H)-one), C(=O)([O-])[O-].[Na+].[Na+] (Na2CO3), Pd (dppf)Cl2, CN(C)C=O (DMF). Solvent: O (water). Reaction conditions: temperature 50 celsius. Product: CN1C=C(C=C(C1=O)NC1=NC=C(C=C1)N1CCN(CC1)C1COC1)C1=CC=NC(=C1C=O)N1N=CC=2C(=CN3CCCCC23)C1=O (4-(1-Methyl-5-(5-(4-(oxetan-3-yl)piperazin-1-yl)pyridin-2-ylamino)-6-oxo-1,6-dihydropyridin-3-yl)-2-(4-oxo-7,8,9,10-tetrahydropyridazino[4,5-a]indolizin-3(4H)-yl)nicotinaldehyde). Yield: 40.8%. RXN SMILES: Cl[C:2]1[C:7]([CH:8]=[O:9])=[C:6]([N:10]2[C:22](=[O:23])[C:14]3=[CH:15][N:16]4[C:21]([CH2:20][CH2:19][CH2:18][CH2:17]4)=[C:13]3[CH:12]=[N:11]2)[N:5]=[CH:4][CH:3]=1.[CH3:24][N:25]1[CH:30]=[C:29](B2OC(C)(C)C(C)(C)O2)[CH:28]=[C:27]([NH:40][C:41]2[CH:46]=[CH:45][C:44]([N:47]3[CH2:52][CH2:51][N:50]([CH:53]4[CH2:56][O:55][CH2:54]4)[CH2:49][CH2:48]3)=[CH:43][N:42]=2)[C:26]1=[O:57].C([O-])([O-])=O.[Na+].[Na+].CN(C=O)C>O>[CH3:24][N:25]1[C:26](=[O:57])[C:27]([NH:40][C:41]2[CH:46]=[CH:45][C:44]([N:47]3[CH2:52][CH2:51][N:50]([CH:53]4[CH2:54][O:55][CH2:56]4)[CH2:49][CH2:48]3)=[CH:43][N:42]=2)=[CH:28][C:29]([C:2]2[C:7]([CH:8]=[O:9])=[C:6]([N:10]3[C:22](=[O:23])[C:14]4=[CH:15][N:16]5[C:21]([CH2:20][CH2:19][CH2:18][CH2:17]5)=[C:13]4[CH:12]=[N:11]3)[N:5]=[CH:4][CH:3]=2)=[CH:30]1 |f:2.3.4|. Procedure details: A 50-mL round bottomed flask equipped with a reflux condenser was charged with 4-chloro-2-(4-oxo-7,8,9,10-tetrahydropyridazino[4,5-a]indolizin-3(4H)-yl)nicotinaldehyde 192c (118 mg, 0.36 mmol), 1-methyl-3-(5-(4-(oxetan-3-yl)piperazin-1-yl)pyridin-2-yl-amino)-5-(4,4,5,5-tetramethyl-1,3,2-dioxaborolan-2-yl)pyridin-2(1H)-one 101l (171 mg, 0.36 mmol), Na2CO3 (78 mg, 0.72 mmol), Pd (dppf)Cl2 (30 mg, 0.036 mmol), DMF (10 mL), and water (1 mL). After bubbling nitrogen through the mixture for 30 minutes... Starting materials: O1CCC(CC1)N1N=CC=2C1=NC=C(C2)N (1-(Tetrahydro-pyran-4-yl)-1H-pyrazolo[3,4-b]pyridin-5-ylamine), O1CCC(CC1)N1N=CC=2C1=NC=C(C2)N (1-(Tetrahydro-pyran-4-yl)-1H-pyrazolo[3,4-b]pyridin-5-ylamine), O1CC(CC1)C=O (tetrahydro-furan-3-carbaldehyde). The product is O1CC(CC1)CN1N=CC=2C1=NC=C(C2)N (1-(Tetrahydro-furan-3-ylmethyl)-1H-pyrazolo[3,4-b]pyridin-5-ylamine). As a reaction SMILES: [O:1]1[CH2:6][CH2:5][CH:4]([N:7]2[C:11]3=[N:12][CH:13]=[C:14]([NH2:16])[CH:15]=[C:10]3[CH:9]=[N:8]2)[CH2:3][CH2:2]1.O1CCC(C=O)C1>>[O:1]1[CH2:2][CH2:3][CH:5]([CH2:4][N:7]2[C:11]3=[N:12][CH:13]=[C:14]([NH2:16])[CH:15]=[C:10]3[CH:9]=[N:8]2)[CH2:6]1. Procedure: 1-(Tetrahydro-furan-3-ylmethyl)-1H-pyrazolo[3,4-b]pyridin-5-ylamine is synthesized using a similar procedure used to prepare (1-(Tetrahydro-pyran-4-yl)-1H-pyrazolo[3,4-b]pyridin-5-ylamine (Intermediate P), replacing tetrahydropyran-4-one with tetrahydro-furan-3-carbaldehyde in Step 1. Starting materials: CC(C)C1=NOC=2C1=C(C=CC2)O (3-(1-methylethyl)-1,2-benzisoxazol-4-ol), CC(C)C=1OC=2C(N1)=C(C=CC2)O (2-(1-methylethyl)-1,3-benzoxazol-4-ol), CC(C)C=1OC=2C(N1)=C(C=CC2)O (2-(1-methylethyl)-1,3-benzoxazol-4-ol), ClC1=NC=C(C=C1)[N+](=O)[O-] (2-chloro-5-nitropyridine), C([O-])([O-])=O.[K+].[K+] (potassium carbonate). The solvent is CN(C)C=O (DMF). Reaction conditions: temperature 110 celsius. Yields the product CC(C)C1=NOC2=C1C(=CC=C2)OC2=NC=C(C=C2)[N+](=O)[O-] (3-(1-methylethyl)-4-[(5-nitro-2-pyridinyl)oxy]-1,2-benzisoxazole). Reaction SMILES: [CH3:1][CH:2]([C:4]1[C:8]2=[C:9]([OH:13])[CH:10]=[CH:11][CH:12]=[C:7]2[O:6][N:5]=1)[CH3:3].CC(C1OC2C(=C(O)C=CC=2)N=1)C.Cl[C:28]1[CH:33]=[CH:32][C:31]([N+:34]([O-:36])=[O:35])=[CH:30][N:29]=1.C(=O)([O-])[O-].[K+].[K+]>CN(C=O)C>[CH3:3][CH:2]([C:4]1[C:8]2[C:9]([O:13][C:28]3[CH:33]=[CH:32][C:31]([N+:34]([O-:36])=[O:35])=[CH:30][N:29]=3)=[CH:10][CH:11]=[CH:12][C:7]=2[O:6][N:5]=1)[CH3:1] |f:3.4.5|. Reported procedure: A mixture of 3-(1-methylethyl)-1,2-benzisoxazol-4-ol and 2-(1-methylethyl)-1,3-benzoxazol-4-ol (Intermediate 40, 13 mg), was dissolved in DMF (2.0 mL) and 2-chloro-5-nitropyridine (11.6 mg, 0.073 mmol) was added, followed by potassium carbonate (30 mg, 0.22 mmol). The reaction mixture was heated under microwave irradiation at 110° C. for 1 hour. After the removal of the volatiles, the residue obtained was charged on a silica gel column (Biotage SP1 system) and eluted with Cyhexane/EtOAc (from 10... The reagents and catalysts are [Pd] (palladium-on-carbon). Starting materials: CN(CCNC(=O)C1=NC=CC2=C(C=3N(C=4C=CC(=C(C4C3C=C21)CCC)O)C)C)C (1-[(2-Dimethylaminoethyl)aminocarbonyl]-5,6-dimethyl-9-hydroxy-10-propyl-6H-pyrido-[4,3-b]carbazole), C(C)OC(=O)C1=NC=CC2=C(C=3N(C=4C=CC(=C(C4C3C=C21)CC=C)O)C)C (1-ethoxycarbonyl-5,6-dimethyl-9-hydroxy-10-allyl-6H-pyrido[4,3-b]carbazole). Reported procedure: 1-[(2-Dimethylaminoethyl)aminocarbonyl]-5,6-dimethyl-9-hydroxy-10-propyl-6H-pyrido-[4,3-b]carbazole ##STR26## 0.7 g of 1-ethoxycarbonyl-5,6-dimethyl-9-hydroxy-10-allyl-6H-pyrido[4,3-b]carbazole is hydrogenated in 200 ml of ethanol in the presence of 0.3 g of 10% palladium-on-carbon at 40° C. under a hydrogen pressure of 1.105Pa for 30 minutes. Filtration is carried out, the catalyst is washed with ethanol and the combined filtrates are concentrated to dryness. The residue is chromatographed on s... Run in C(C)O (ethanol). Yields the product C(C)OC(=O)C1=NC=CC2=C(C=3N(C=4C=CC(=C(C4C3C=C21)CCC)O)C)C (1-ethoxycarbonyl-5,6-dimethyl-9-hydroxy-10-propyl-6H-pyrido[4,3-b]carbazole). Isolated yield 51.0%. Reaction SMILES: CN(C)CCNC(C1C2C(=C(C)C3N(C)C4C=CC(O)=C(CCC)C=4C=3C=2)C=CN=1)=O.[CH2:32]([O:34][C:35]([C:37]1[C:53]2[C:41](=[C:42]([CH3:59])[C:43]3[N:44]([CH3:58])[C:45]4[CH:46]=[CH:47][C:48]([OH:57])=[C:49]([CH2:54][CH:55]=[CH2:56])[C:50]=4[C:51]=3[CH:52]=2)[CH:40]=[CH:39][N:38]=1)=[O:36])[CH3:33]>C(O)C.[Pd]>[CH2:32]([O:34][C:35]([C:37]1[C:53]2[C:41](=[C:42]([CH3:59])[C:43]3[N:44]([CH3:58])[C:45]4[CH:46]=[CH:47][C:48]([OH:57])=[C:49]([CH2:54][CH2:55][CH3:56])[C:50]=4[C:51]=3[CH:52]=2)[CH:40]=[CH:39][N:38]=1)=[O:36])[CH3:33]. The reactants are CC1(OC1)C[C@@]1(CCN(C(O1)=O)[C@@H]1CN(CCC1)C(=O)OC(C)(C)C)C1=CC=CC=C1 ((3S)-tert-butyl 3-((6S)-6-((2-methyloxiran-2-yl)methyl)-2-oxo-6-phenyl-1,3-oxazinan-3-yl)piperidine-1-carboxylate). Run in C1CCOC1 (THF). Reaction conditions: time 20 minute. Yields the product OC(C[C@@]1(CCN(C(O1)=O)[C@@H]1CN(CCC1)C(=O)OC(C)(C)C)C1=CC=CC=C1)(C)C ((S)-tert-butyl 3-((S)-6-(2-hydroxy-2-methylpropyl)-2-oxo-6-phenyl-1,3-oxazinan-3-yl)piperidine-1-carboxylate). The yield is 19.1%. Reaction SMILES: [CH3:1][C:2]1([CH2:5][C@@:6]2([C:26]3[CH:31]=[CH:30][CH:29]=[CH:28][CH:27]=3)[O:11][C:10](=[O:12])[N:9]([C@H:13]3[CH2:18][CH2:17][CH2:16][N:15]([C:19]([O:21][C:22]([CH3:25])([CH3:24])[CH3:23])=[O:20])[CH2:14]3)[CH2:8][CH2:7]2)[CH2:4][O:3]1>C1COCC1>[OH:3][C:2]([CH3:4])([CH3:1])[CH2:5][C@@:6]1([C:26]2[CH:27]=[CH:28][CH:29]=[CH:30][CH:31]=2)[O:11][C:10](=[O:12])[N:9]([C@H:13]2[CH2:18][CH2:17][CH2:16][N:15]([C:19]([O:21][C:22]([CH3:25])([CH3:24])[CH3:23])=[O:20])[CH2:14]2)[CH2:8][CH2:7]1. Reported procedure: A solution of (3S)-tert-butyl 3-((6S)-6-((2-methyloxiran-2-yl)methyl)-2-oxo-6-phenyl-1,3-oxazinan-3-yl)piperidine-1-carboxylate (2.87 g, 6.67 mmol) in dry THF (50 mL) was cooled to 0° C. After 20 min, the mixture was allowed to warm up to rt slowly. The mixture was stirred 2 h at rt, before being cooled to 0° C. again. The mixture was quenched with water (10 mL), 1% aq HCl (25 mL), diluted with EtOAc (120 mL). After separation, the organic layer was washed with brine (20 mL), dried over Na2SO4. ...